Dataset: the Open Reaction Database (ORD), a public repository of structured organic reaction records. Task: describe an organic reaction: reactants, conditions, products, and yield Starting materials: CC(=O)O, O=[N+]([O-])c1ccccc1S(=O)(=O)NCc1ccc(Cl)c(Cl)c1, [Fe]. Yields the product Nc1ccccc1S(=O)(=O)NCc1ccc(Cl)c(Cl)c1. As a reaction SMILES: [CH3:23][C:24](=[O:25])[OH:26].[Cl:1][c:2]1[cH:3][c:4]([CH2:5][NH:6][S:7](=[O:8])(=[O:9])[c:10]2[c:11]([N+:16]([O-:17])=[O:18])[cH:12][cH:13][cH:14][cH:15]2)[cH:19][cH:20][c:21]1[Cl:22].[Fe:27]>>[Cl:1][c:2]1[cH:3][c:4]([CH2:5][NH:6][S:7](=[O:8])(=[O:9])[c:10]2[c:11]([NH2:16])[cH:12][cH:13][cH:14][cH:15]2)[cH:19][cH:20][c:21]1[Cl:22]. The reactants are FC1=C2C(NC(=NC2=CC=C1F)C(=O)NCC1=CC(=CC=C1)OCCOC1=NN(C=N1)C(C1=CC=CC=C1)(C1=CC=CC=C1)C1=CC=CC=C1)=O (5,6-difluoro-4-oxo-N-({3-[(2-{[1-(triphenylmethyl)-1H-1,2,4-triazol-3-yl]oxy}ethyl)oxy]phenyl}methyl)-3,4-dihydroquinazoline-2-carboxamide), FC(C(=O)O)(F)F (trifluoroacetic acid), C(C)[SiH](CC)CC (triethylsilane). Run in ClCCl (dichloromethane). Run at time 1 hour. Product: FC1=C2C(NC(=NC2=CC=C1F)C(=O)NCC1=CC(=CC=C1)OCCOC1=NNC=N1)=O (5,6-difluoro-4-oxo-N-[(3-{[2-(1H-1,2,4-triazol-3-yloxy)ethyl]oxy}phenyl)methyl]-3,4-dihydroquinazoline-2-carboxamide). The yield is 84.2%. Reaction SMILES: [F:1][C:2]1[C:11]([F:12])=[CH:10][CH:9]=[C:8]2[C:3]=1[C:4](=[O:51])[NH:5][C:6]([C:13]([NH:15][CH2:16][C:17]1[CH:22]=[CH:21][CH:20]=[C:19]([O:23][CH2:24][CH2:25][O:26][C:27]3[N:31]=[CH:30][N:29](C(C4C=CC=CC=4)(C4C=CC=CC=4)C4C=CC=CC=4)[N:28]=3)[CH:18]=1)=[O:14])=[N:7]2.FC(F)(F)C(O)=O.C([SiH](CC)CC)C>ClCCl>[F:1][C:2]1[C:11]([F:12])=[CH:10][CH:9]=[C:8]2[C:3]=1[C:4](=[O:51])[NH:5][C:6]([C:13]([NH:15][CH2:16][C:17]1[CH:22]=[CH:21][CH:20]=[C:19]([O:23][CH2:24][CH2:25][O:26][C:27]3[N:31]=[CH:30][NH:29][N:28]=3)[CH:18]=1)=[O:14])=[N:7]2. Procedure details: To a solution of 5,6-difluoro-4-oxo-N-({3-[(2-{[1-(triphenylmethyl)-1H-1,2,4-triazol-3-yl]oxy}ethyl)oxy]phenyl}methyl)-3,4-dihydroquinazoline-2-carboxamide obtained in Step 1 (70 mg, 0.102 mmol) in dichloromethane (1 mL) were added trifluoroacetic acid (0.30 mL) and triethylsilane (0.020 mL, 0.123 mmol) at room temperature, and the mixture was stirred for 1 hr. The reaction mixture was concentrated under reduced pressure, and the residue was crystallized from diethyl ether to give the title comp... The reactants are ClC=1C=CC2=C(SC(=C2)S(=O)(=O)N2CCN(CC2)CC(=S)N)C1 (2-[4-(6-chloro-benzo[b]thiophene-2-sulfonyl)-piperazin-1-yl]-thioacetamide), C(C)OC(CC(C(CNC(=O)OCC1=CC=CC=C1)Br)=O)=O (5-benzyloxycarbonylamino-4-bromo-3-oxo-pentanoic acid ethyl ester), C1(=CC=CC=C1)C.C(C)(C)(C)O (toluene t-butanol). Product: C(C)OC(CC=1N=C(SC1CNC(=O)OCC1=CC=CC=C1)CN1C(CN(CC1)S(=O)(=O)C1=CC2=C(S1)C=C(C=C2)Cl)=O)=O ({5-(benzyloxycarbonylamino-methyl)-2-[4-(6-chloro-benzo[b]thiophene-2-sulfonyl)-2-oxo-piperazin-1-ylmethyl]-thiazol-4-yl}-acetic acid ethyl ester). As a reaction SMILES: [Cl:1][C:2]1[CH:3]=[CH:4][C:5]2[CH:9]=[C:8]([S:10]([N:13]3[CH2:18][CH2:17][N:16]([CH2:19][C:20]([NH2:22])=[S:21])[CH2:15][CH2:14]3)(=[O:12])=[O:11])[S:7][C:6]=2[CH:23]=1.[CH2:24]([O:26][C:27](=[O:45])[CH2:28][C:29](=O)[CH:30](Br)[CH2:31][NH:32][C:33]([O:35][CH2:36][C:37]1[CH:42]=[CH:41][CH:40]=[CH:39][CH:38]=1)=[O:34])[CH3:25].C1(C)C=CC=CC=1.C([OH:57])(C)(C)C>>[CH2:24]([O:26][C:27](=[O:45])[CH2:28][C:29]1[N:22]=[C:20]([CH2:19][N:16]2[CH2:17][CH2:18][N:13]([S:10]([C:8]3[S:7][C:6]4[CH:23]=[C:2]([Cl:1])[CH:3]=[CH:4][C:5]=4[CH:9]=3)(=[O:11])=[O:12])[CH2:14][C:15]2=[O:57])[S:21][C:30]=1[CH2:31][NH:32][C:33]([O:35][CH2:36][C:37]1[CH:42]=[CH:41][CH:40]=[CH:39][CH:38]=1)=[O:34])[CH3:25] |f:2.3|. Procedure: A suspension of 2-[4-(6-chloro-benzo[b]thiophene-2-sulfonyl)-piperazin-1-yl]-thioacetamide (200 mg, 0.5 mmol) and 5-benzyloxycarbonylamino-4-bromo-3-oxo-pentanoic acid ethyl ester (370 mg, 1.0 mmol) is heated at 90° C. in a mixture of toluene/t-butanol, 1:1 (5 mL) for 16 h. The reaction is concentrated and purified using column chromatography (silica, 2%MeOH/CH2Cl2) to provide {5-(benzyloxycarbonylamino-methyl)-2-[4-(6-chloro-benzo[b]thiophene-2-sulfonyl)-2-oxo-piperazin-1-ylmethyl]-thiazol-4-yl... Reactants: CCOC(=O)c1cn(C2CC2)c2c(OC(F)F)c(Br)ccc2c1=O, CC1c2ccc(B3OC(C)(C)C(C)(C)O3)cc2CN1C(=O)C(C)(C)C, CCO, CC(C)=O, [Na+], [Na+], O=C([O-])[O-], O. Product: CCOC(=O)c1cn(C2CC2)c2c(OC(F)F)c(-c3ccc4c(c3)CN(C(=O)C(C)(C)C)C4C)ccc2c1=O. Reaction SMILES: [Br:26][c:27]1[cH:28][cH:29][c:30]2[c:31](=[O:49])[c:32]([C:44](=[O:45])[O:46][CH2:47][CH3:48])[cH:33][n:34]([CH:41]3[CH2:42][CH2:43]3)[c:35]2[c:36]1[O:37][CH:38]([F:39])[F:40].[CH3:1][C:2]([C:3](=[O:4])[N:5]1[CH:6]([CH3:23])[c:7]2[cH:8][cH:9][c:10]([B:14]3[O:15][C:16]([CH3:17])([CH3:18])[C:19]([CH3:20])([CH3:21])[O:22]3)[cH:11][c:12]2[CH2:13]1)([CH3:24])[CH3:25].[CH3:57][CH2:58][OH:59].[CH3:60][C:61](=[O:62])[CH3:63].[Na+:50].[Na+:51].[O-:52][C:53](=[O:54])[O-:55].[OH2:56]>>[CH3:1][C:2]([C:3](=[O:4])[N:5]1[CH:6]([CH3:23])[c:7]2[cH:8][cH:9][c:10](-[c:27]3[cH:28][cH:29][c:30]4[c:31](=[O:49])[c:32]([C:44](=[O:45])[O:46][CH2:47][CH3:48])[cH:33][n:34]([CH:41]5[CH2:42][CH2:43]5)[c:35]4[c:36]3[O:37][CH:38]([F:39])[F:40])[cH:11][c:12]2[CH2:13]1)([CH3:24])[CH3:25]. Starting materials: Cc1csc(CC(=NO)c2ccc(Br)cc2)c1F, CC(=O)n1ccnc1, [Li]CCCC, CCCCCC, CC(C)[N-]C(C)C, Cl, [Li+], C1CCOC1. The product is Cc1csc(C2C(c3ccc(Br)cc3)=NOC2(C)O)c1F. Reaction SMILES: [Br:1][c:2]1[cH:3][cH:4][c:5]([C:8]([CH2:9][c:10]2[s:11][cH:12][c:13]([CH3:16])[c:14]2[F:15])=[N:17][OH:18])[cH:6][cH:7]1.[C:32]([CH3:33])(=[O:34])[n:35]1[cH:36][cH:37][n:38][cH:39]1.[CH2:27]([Li:28])[CH2:29][CH2:30][CH3:31].[CH3:46][CH2:47][CH2:48][CH2:49][CH2:50][CH3:51].[CH:19]([N-:20][CH:21]([CH3:22])[CH3:23])([CH3:24])[CH3:25].[ClH:40].[Li+:26].[O:41]1[CH2:42][CH2:43][CH2:44][CH2:45]1>>[Br:1][c:2]1[cH:3][cH:4][c:5]([C:8]2=[N:17][O:18][C:32]([CH3:33])([OH:34])[CH:9]2[c:10]2[s:11][cH:12][c:13]([CH3:16])[c:14]2[F:15])[cH:6][cH:7]1. The reactants are quinone, N(=O)[O-].[Na+] (NaNO2), NC1=C(C=CC(=C1)Cl)/C=C(/C(=O)O)\C1=CC=C(C=C1)Br ((2E)-3-(2-amino-4-chlorophenyl)-2-(4-bromophenyl)acrylic acid), [OH-].[Na+] (NaOH), S(O)(O)(=O)=O (sulphuric acid), S(N)(O)(=O)=O (sulfamic acid). The reagents and catalysts are [CH-]1C=CC=C1.[CH-]1C=CC=C1.[Fe+2] (ferrocene). Run in O (water), CC(=O)C (acetone), CC(=O)C (acetone), O (water), O (water). Reaction conditions: temperature 0 celsius, time 10 minute. The product is BrC=1C=C2C=3C=C(C=CC3C=C(C2=CC1)C(=O)O)Cl (6-bromo-3-chlorophenanthrene-9-carboxylic acid). RXN SMILES: S(=O)(=O)(O)O.N[C:7]1[CH:12]=[C:11]([Cl:13])[CH:10]=[CH:9][C:8]=1/[CH:14]=[C:15](\[C:19]1[CH:24]=[CH:23][C:22]([Br:25])=[CH:21][CH:20]=1)/[C:16]([OH:18])=[O:17].[OH-].[Na+].N([O-])=O.[Na+].S(=O)(=O)(O)N>O.CC(C)=O.[CH-]1C=CC=C1.[CH-]1C=CC=C1.[Fe+2]>[Br:25][C:22]1[CH:21]=[C:20]2[C:19](=[CH:24][CH:23]=1)[C:15]([C:16]([OH:18])=[O:17])=[CH:14][C:8]1[CH:9]=[CH:10][C:11]([Cl:13])=[CH:12][C:7]2=1 |f:2.3,4.5,9.10.11|. Procedure details: This quinone can be obtained by following the procedure describe in Example 36, Step 1 to 3, or by the using the following procedure: to a 0° C. solution of 118 mL of concentrated sulphuric acid in 1.0 L of water was added drop wise a solution prepared as follows: 65 g of (2E)-3-(2-amino-4-chlorophenyl)-2-(4-bromophenyl)acrylic acid from Step 2 in 1 L of water followed by the addition of 11 g of NaOH, stirring for 10 minutes at 0° C., addition of NaNO2 (15 g) and stirring of the resulting soluti... Starting materials: COC(=O)C1=C(C)NC(C)=C(C(=O)OC(C)C)C1c1cccc(NO)c1, O=Cc1cccs1. Yields the product COC(=O)C1=C(C)NC(C)=C(C(=O)OC(C)C)C1c1cccc([N+]([O-])=Cc2cccs2)c1. RXN SMILES: [CH3:1][C:2]1=[C:7]([C:8](=[O:9])[O:10][CH3:11])[CH:6]([c:12]2[cH:13][c:14]([NH:18][OH:19])[cH:15][cH:16][cH:17]2)[C:5]([C:20](=[O:21])[O:22][CH:23]([CH3:24])[CH3:25])=[C:4]([CH3:26])[NH:3]1.[s:27]1[c:28]([CH:32]=[O:33])[cH:29][cH:30][cH:31]1>>[CH3:1][C:2]1=[C:7]([C:8](=[O:9])[O:10][CH3:11])[CH:6]([c:12]2[cH:13][c:14]([N+:18]([O-:19])=[CH:32][c:28]3[s:27][cH:31][cH:30][cH:29]3)[cH:15][cH:16][cH:17]2)[C:5]([C:20](=[O:21])[O:22][CH:23]([CH3:24])[CH3:25])=[C:4]([CH3:26])[NH:3]1. The reactants are CC(=O)OC(C)(C)C, [Li]CCCC, CCCCCC, CC(C)NC(C)C, C1CCOC1, C1CCOC1, O=Cc1ccccc1CCCCCCCCc1ccccc1. Yields the product CC(C)(C)OC(=O)CC(O)c1ccccc1CCCCCCCCc1ccccc1. Reaction SMILES: [C:13]([CH3:14])(=[O:15])[O:16][C:17]([CH3:18])([CH3:19])[CH3:20].[CH2:8]([Li:9])[CH2:10][CH2:11][CH3:12].[CH3:43][CH2:44][CH2:45][CH2:46][CH2:47][CH3:48].[CH:1]([NH:2][CH:3]([CH3:4])[CH3:5])([CH3:6])[CH3:7].[O:49]1[CH2:50][CH2:51][CH2:52][CH2:53]1.[O:54]1[CH2:55][CH2:56][CH2:57][CH2:58]1.[c:21]1([CH2:27][CH2:28][CH2:29][CH2:30][CH2:31][CH2:32][CH2:33][CH2:34][c:35]2[c:36]([CH:37]=[O:38])[cH:39][cH:40][cH:41][cH:42]2)[cH:22][cH:23][cH:24][cH:25][cH:26]1>>[C:13]([CH2:14][CH:37]([c:36]1[c:35]([CH2:34][CH2:33][CH2:32][CH2:31][CH2:30][CH2:29][CH2:28][CH2:27][c:21]2[cH:22][cH:23][cH:24][cH:25][cH:26]2)[cH:42][cH:41][cH:40][cH:39]1)[OH:38])(=[O:15])[O:16][C:17]([CH3:18])([CH3:19])[CH3:20]. The reactants are [C-]#N, [C-]#N, [C-]#N, CC1(CCC#CCCCCl)OCCO1, CCO, [I-], [K+], [Na+], [Na+], O. Reaction SMILES: [C-:15]#[N:16].[C-:20]#[N:21].[C-:23]#[N:24].[CH3:1][C:2]1([CH2:7][CH2:8][C:9]#[C:10][CH2:11][CH2:12][CH2:13][Cl:14])[O:3][CH2:4][CH2:5][O:6]1.[CH3:25][CH2:26][OH:27].[I-:18].[K+:22].[Na+:17].[Na+:19].[OH2:28]>>[CH3:1][C:2]1([CH2:7][CH2:8][C:9]#[C:10][CH2:11][CH2:12][CH2:13][C:15]#[N:16])[O:3][CH2:4][CH2:5][O:6]1. The product is CC1(CCC#CCCCC#N)OCCO1. The reactants are C(C)OC(=O)C1=NOC(=N1)C(CC1=CC2=CC=CC=C2C=C1)N(C)C(=O)OC(C)(C)C (5-(1-(N-Methyl-tert-butoxycarbonylamino)-2-(2-naphthyl)ethyl)-[1,2,4]oxadiazole-3-carboxylic acid ethyl ester), Cl (hydrogen chloride). Run in C(C)(=O)OCC (ethyl acetate). The product is Cl.C(C)OC(=O)C1=NOC(=N1)C(CC1=CC2=CC=CC=C2C=C1)NC (5-(1-Methylamino-2-(2-naphthyl)ethyl)-[1,2,4]oxadiazole-3-carboxylic acid ethyl ester hydrochloride). Reaction SMILES: [CH2:1]([O:3][C:4]([C:6]1[N:10]=[C:9]([CH:11]([N:23](C(OC(C)(C)C)=O)[CH3:24])[CH2:12][C:13]2[CH:22]=[CH:21][C:20]3[C:15](=[CH:16][CH:17]=[CH:18][CH:19]=3)[CH:14]=2)[O:8][N:7]=1)=[O:5])[CH3:2].[ClH:32]>C(OCC)(=O)C>[ClH:32].[CH2:1]([O:3][C:4]([C:6]1[N:10]=[C:9]([CH:11]([NH:23][CH3:24])[CH2:12][C:13]2[CH:22]=[CH:21][C:20]3[C:15](=[CH:16][CH:17]=[CH:18][CH:19]=3)[CH:14]=2)[O:8][N:7]=1)=[O:5])[CH3:2] |f:3.4|. Reported procedure: 5-(1-(N-Methyl-tert-butoxycarbonylamino)-2-(2-naphthyl)ethyl)-[1,2,4]oxadiazole-3-carboxylic acid ethyl ester (0.77 g, 1.8 mmol) was dissolved in a saturated solution of hydrogen chloride in ethyl acetate (15 ml). After 5 h at 20° C. the reaction mixture was concentrated in vacuo to give 0.72 g of (R) 5-(1-methylamino-2-(2-naphthyl)ethyl)-[1,2,4]oxadiazole-3-carboxylic acid ethyl ester hydrochloride.